From a dataset of the Open Reaction Database (ORD), a public repository of structured organic reaction records. describe an organic reaction: reactants, conditions, products, and yield The reactants are [BH4-], CO, O=[N+]([O-])c1nccn1CCN1CCOCC1, [Na+], O. Yields the product Nc1nccn1CCN1CCOCC1. Reaction SMILES: [BH4-:17].[CH3:19][OH:20].[N+:1]([O-:2])(=[O:3])[c:4]1[n:5]([CH2:9][CH2:10][N:11]2[CH2:12][CH2:13][O:14][CH2:15][CH2:16]2)[cH:6][cH:7][n:8]1.[Na+:18].[OH2:21]>>[NH2:1][c:4]1[n:5]([CH2:9][CH2:10][N:11]2[CH2:12][CH2:13][O:14][CH2:15][CH2:16]2)[cH:6][cH:7][n:8]1. Starting materials: BrC1=CC=C(C=C1)C=NN1C(C(=C(C2=CC=CC=C12)O)C1=NS(C2=C(N1)C=CC=C2)(=O)=O)=O (1-{[(4-bromophenyl)methylene]amino}-3-(1,1-dioxido-4H-1,2,4-benzothiadiazin-3-yl)-4-hydroxyquinolin-2(1H)-one), CO (methanol), solution, [BH4-].[Li+] (lithium borohydride), Cl (hydrochloric acid). Solvent: O1CCCC1 (tetrahydrofuran), O1CCCC1 (tetrahydrofuran), O (water). Conditions: temperature 25 celsius, time 1 hour. Yields the product BrC1=CC=C(CNN2C(C(=C(C3=CC=CC=C23)O)C2=NS(C3=C(N2)C=CC=C3)(=O)=O)=O)C=C1 (1-[(4-bromobenzyl)amino]-3-(1,1-dioxido-4H-1,2,4-benzothiadiazin-3-yl)-4-hydroxyquinolin-2(1H)-one). RXN SMILES: [Br:1][C:2]1[CH:7]=[CH:6][C:5]([CH:8]=[N:9][N:10]2[C:19]3[C:14](=[CH:15][CH:16]=[CH:17][CH:18]=3)[C:13]([OH:20])=[C:12]([C:21]3[NH:26][C:25]4[CH:27]=[CH:28][CH:29]=[CH:30][C:24]=4[S:23](=[O:32])(=[O:31])[N:22]=3)[C:11]2=[O:33])=[CH:4][CH:3]=1.CO.[BH4-].[Li+].Cl>O1CCCC1.O>[Br:1][C:2]1[CH:3]=[CH:4][C:5]([CH2:8][NH:9][N:10]2[C:19]3[C:14](=[CH:15][CH:16]=[CH:17][CH:18]=3)[C:13]([OH:20])=[C:12]([C:21]3[NH:26][C:25]4[CH:27]=[CH:28][CH:29]=[CH:30][C:24]=4[S:23](=[O:31])(=[O:32])[N:22]=3)[C:11]2=[O:33])=[CH:6][CH:7]=1 |f:2.3|. Procedure: The product of Example 264A (0.049 g, 0.094 mmol) in tetrahydrofuran (2.0 mL) and methanol (0.008 mL, 0.188 mmol) at 0° C. was treated with dropwise addition of a 2.0M solution of lithium borohydride in tetrahydrofuran (0.134 mL, 0.268 mmol). The reaction was stirred at 25° C. for 1 hour, acidified with 1M hydrochloric acid to a pH of approximately 2-4, diluted with water (6.0 mL), and the resulting precipitate was collected by filtration and dried. The crude product was triturated with dichloro...